describe an organic reaction: reactants, conditions, products, and yield From a dataset of the Open Reaction Database (ORD), a public repository of structured organic reaction records. The reactants are ClC=1C=CC=C2C=C(NC12)C (7-chloro-2-methyl-1H-indole), [OH-].[K+] (potassium hydroxide), [OH-].[K+] (potassium hydroxide), BrCCCSC (1-bromo-3-methylsulphanylpropane), BrCCCSC (1-bromo-3-methylsulphanylpropane), BrCCCSC (1-bromo-3-methylsulphanylpropane). The reagents and catalysts are COCCOCCN(CCOCCOC)CCOCCOC (TDA-1), COCCOCCN(CCOCCOC)CCOCCOC (TDA-1). Run at time 2 hour. The product is ClC=1C=CC=C2C=C(N(C12)CCCSC)C (7-Chloro-2-methyl-1-(3-(methylsulphanyl)propyl)-1H-indole). Yield: 81.4%. As a reaction SMILES: [Cl:1][C:2]1[CH:3]=[CH:4][CH:5]=[C:6]2[C:10]=1[NH:9][C:8]([CH3:11])=[CH:7]2.[OH-].[K+].Br[CH2:15][CH2:16][CH2:17][S:18][CH3:19]>COCCOCCN(CCOCCOC)CCOCCOC>[Cl:1][C:2]1[CH:3]=[CH:4][CH:5]=[C:6]2[C:10]=1[N:9]([CH2:15][CH2:16][CH2:17][S:18][CH3:19])[C:8]([CH3:11])=[CH:7]2 |f:1.2|. Procedure details: 1.5 g of 7-chloro-2-methyl-1H-indole are mixed with stirring with 1.1 g of ground potassium hydroxide and 0.2 g of TDA-1. The mixture is left stirring for 2 hours at AT, then 3.1 g of 1-bromo-3-methylsulphanylpropane are added dropwise and the mixture is heated at reflux for 24 hours. Ground potassium hydroxide (0.5 g), TDA-1 (0.1 g) and 1.6 g of 1-bromo-3-methylsulphanylpropane are again added. After heating at reflux for 9 hours, 1.6 g of 1-bromo-3-methylsulphanylpropane are again added and th... Reactants: CC(C)=O, Oc1ccccc1O. Product: CC1(C)Oc2ccccc2O1. RXN SMILES: [CH3:9][C:10]([CH3:11])=[O:12].[OH:1][c:2]1[cH:3][cH:4][cH:5][cH:6][c:7]1[OH:8]>>[O:1]1[c:2]2[cH:3][cH:4][cH:5][cH:6][c:7]2[O:8][C:10]1([CH3:9])[CH3:11]. Starting materials: [Al+3], C1CCOC1, CCOC(=O)CN(CCn1nc(COC)cc1COC)CCn1nc(COC)cc1COC, [H-], [H-], [H-], [H-], [Li+]. Reaction SMILES: [Al+3:35].[CH2:40]1[O:41][CH2:42][CH2:43][CH2:44]1.[CH3:1][O:2][CH2:3][c:4]1[n:5][n:6]([CH2:12][CH2:13][N:14]([CH2:15][C:16](=[O:17])[O:18][CH2:19][CH3:20])[CH2:21][CH2:22][n:23]2[n:24][c:25]([CH2:31][O:32][CH3:33])[cH:26][c:27]2[CH2:28][O:29][CH3:30])[c:7]([CH2:9][O:10][CH3:11])[cH:8]1.[H-:34].[H-:37].[H-:38].[H-:39].[Li+:36]>>[CH3:1][O:2][CH2:3][c:4]1[n:5][n:6]([CH2:12][CH2:13][N:14]([CH2:15][CH2:16][OH:17])[CH2:21][CH2:22][n:23]2[n:24][c:25]([CH2:31][O:32][CH3:33])[cH:26][c:27]2[CH2:28][O:29][CH3:30])[c:7]([CH2:9][O:10][CH3:11])[cH:8]1. Yields the product COCc1cc(COC)n(CCN(CCO)CCn2nc(COC)cc2COC)n1. Isolated yield 2.7%. Product: BrC=1SC(=CC1)C=C(C)C (2-Bromo-5-(2-methylpropenyl)-thiophene). Run in O1CCCC1 (tetrahydrofuran). Procedure: (5-Bromothiophen-2-ylmethyl)phosphonic acid diethyl ester described in Preparation Example 142 (3.13 g, 10 mmol) was dissolved in tetrahydrofuran (20 mL), sodium hydride (0.40 g, 10 mmol, 60% in oil) was added to this solution under stirring at room temperature. The solution was stirred for 30 minutes at 60° C., then, acetone (1 g, 17.2 mmol) was added, and the solution was further stirred for 30 minutes. Water (100 mL) was added to the reaction solution, which was then extracted with hexane (50... Reactants: C(C)OP(OCC)(=O)CC=1SC(=CC1)Br ((5-Bromothiophen-2-ylmethyl)phosphonic acid diethyl ester), CC(=O)C (acetone), O (Water), Example 142, [H-].[Na+] (sodium hydride). Reaction SMILES: C(OP([CH2:9][C:10]1[S:11][C:12]([Br:15])=[CH:13][CH:14]=1)(=O)OCC)C.[H-].[Na+].[CH3:18][C:19]([CH3:21])=O.O>O1CCCC1>[Br:15][C:12]1[S:11][C:10]([CH:9]=[C:19]([CH3:21])[CH3:18])=[CH:14][CH:13]=1 |f:1.2|. Reactants: C1CCNCC1, COc1ccc(C=O)cc1F, O, O=C(O)CC(=O)O, c1ccncc1. Product: COc1ccc(CCC(=O)O)cc1F. Reaction SMILES: [CH2:8]1[CH2:9][CH2:10][NH:11][CH2:12][CH2:13]1.[F:20][c:21]1[cH:22][c:23]([CH:24]=[O:25])[cH:26][cH:27][c:28]1[O:29][CH3:30].[OH2:31].[OH:1][C:2](=[O:3])[CH2:4][C:5]([OH:6])=[O:7].[cH:14]1[cH:15][cH:16][n:17][cH:18][cH:19]1>>[CH2:2]([CH2:4][C:5]([OH:6])=[O:7])[c:23]1[cH:22][c:21]([F:20])[c:28]([O:29][CH3:30])[cH:27][cH:26]1. Starting materials: ClC1=C2C=C(N(C2=CC(=C1)OC1=CC=C(C=C1)CCl)C)C(=O)OCC (ethyl 4-chloro-6-[4-(chloromethyl)phenoxy]-1-methyl-2-indolecarboxylate), CNC (dimethylamine). The solvent is CN(C=O)C (dimethylformamide). Run at temperature 0 celsius, time 3 hour. The product is ClC1=C2C=C(N(C2=CC(=C1)OC1=CC=C(C=C1)CN(C)C)C)C(=O)OCC (ethyl 4-chloro-6-[4-(dimethylaminomethyl)phenoxy]-1-methyl-2-indolecarboxylate). Yield: 21.2%. Reaction SMILES: [Cl:1][C:2]1[CH:10]=[C:9]([O:11][C:12]2[CH:17]=[CH:16][C:15]([CH2:18]Cl)=[CH:14][CH:13]=2)[CH:8]=[C:7]2[C:3]=1[CH:4]=[C:5]([C:21]([O:23][CH2:24][CH3:25])=[O:22])[N:6]2[CH3:20].[CH3:26][NH:27][CH3:28]>CN(C)C=O>[Cl:1][C:2]1[CH:10]=[C:9]([O:11][C:12]2[CH:17]=[CH:16][C:15]([CH2:18][N:27]([CH3:28])[CH3:26])=[CH:14][CH:13]=2)[CH:8]=[C:7]2[C:3]=1[CH:4]=[C:5]([C:21]([O:23][CH2:24][CH3:25])=[O:22])[N:6]2[CH3:20]. Procedure: A mixture of 1.34 g (3.53 mmol) of ethyl 4-chloro-6-[4-(chloromethyl)phenoxy]-1-methyl-2-indolecarboxylate, 8.0 g of dimethylamine and 80 ml of dimethylformamide was stirred at 0° C. for 3 hours. The reaction mixture was poured onto ice water. The resulting mixture was then extracted three times with ethyl acetate. The combined extracts were washed with saturated sodium chloride aqueous solution. After drying over anhydrous magnesium sulfate, the solvent was distilled off under reduced pressure ... The reactants are BrC=1C=NC=CC1C=CCCCC (3-bromo-4-(hex-1-en-1-yl)pyridine), BrC=1C=NC=CC1C=CCCCC (3-bromo-4-(hex-1-en-1-yl)pyridine). Reagents/catalysts: [Pt](=O)=O (platinum dioxide). The solvent is CCOC(=O)C (EtOAc). Conditions: time 1 hour. Product: BrC=1C=NC=CC1CCCCCC (3-bromo-4-hexylpyridine). As a reaction SMILES: [Br:1][C:2]1[CH:3]=[N:4][CH:5]=[CH:6][C:7]=1[CH:8]=[CH:9][CH2:10][CH2:11][CH2:12][CH3:13]>CCOC(C)=O.[Pt](=O)=O>[Br:1][C:2]1[CH:3]=[N:4][CH:5]=[CH:6][C:7]=1[CH2:8][CH2:9][CH2:10][CH2:11][CH2:12][CH3:13]. Procedure: A mixture of 3-bromo-4-(hex-1-en-1-yl)pyridine (Intermediate 12; 360 mg; 1.50 mmol) and platinum dioxide (34 mg; 0.15 mmol) in EtOAc (35 mL) was hydrogenated at 7 atm for 1 hour in a PARR apparatus. The reaction mixture was filtered, evaporated and purified by flash column chromatography, eluting with cyclohexane containing increasing amounts of EtOAc, affording the title compound as a colorless liquid. Reactants: O=C([O-])O, CC(=O)OC(C)=O, O=CO, CCOC(=O)c1ccc(NCc2ccc(Cl)cc2)cc1, [Na+], O. Yields the product CCOC(=O)c1ccc(N(C=O)Cc2ccc(Cl)cc2)cc1. As a reaction SMILES: [C:29](=[O:30])([OH:31])[O-:32].[CH3:21][C:22](=[O:23])[O:24][C:25](=[O:26])[CH3:27].[CH:34]([OH:35])=[O:36].[Cl:1][c:2]1[cH:3][cH:4][c:5]([CH2:6][NH:7][c:8]2[cH:9][cH:10][c:11]([C:12](=[O:13])[O:14][CH2:15][CH3:16])[cH:17][cH:18]2)[cH:19][cH:20]1.[Na+:33].[OH2:28]>>[Cl:1][c:2]1[cH:3][cH:4][c:5]([CH2:6][N:7]([c:8]2[cH:9][cH:10][c:11]([C:12](=[O:13])[O:14][CH2:15][CH3:16])[cH:17][cH:18]2)[CH:22]=[O:23])[cH:19][cH:20]1.